The task is: describe an organic reaction: reactants, conditions, products, and yield. This data is from the Open Reaction Database (ORD), a public repository of structured organic reaction records. Starting materials: CC(=O)Cl, Cc1ccccc1, Cl, CCOC(=O)c1ccc(-c2ccc(C(C)O)cc2)cc1, c1ccncc1. Yields the product CCOC(=O)c1ccc(-c2ccc(C(C)OC(C)=O)cc2)cc1. As a reaction SMILES: [CH3:21][C:22]([Cl:23])=[O:24].[CH3:26][c:27]1[cH:28][cH:29][cH:30][cH:31][cH:32]1.[ClH:25].[OH:1][CH:2]([CH3:3])[c:4]1[cH:5][cH:6][c:7](-[c:10]2[cH:11][cH:12][c:13]([C:16](=[O:17])[O:18][CH2:19][CH3:20])[cH:14][cH:15]2)[cH:8][cH:9]1.[cH:33]1[cH:34][cH:35][n:36][cH:37][cH:38]1>>[O:1]([CH:2]([CH3:3])[c:4]1[cH:5][cH:6][c:7](-[c:10]2[cH:11][cH:12][c:13]([C:16](=[O:17])[O:18][CH2:19][CH3:20])[cH:14][cH:15]2)[cH:8][cH:9]1)[C:22]([CH3:21])=[O:24]. Starting materials: Cl (HCl), [Mg] (magnesium), BrC1=CC2=C(C=C1)OCO2 (4-bromo-1,2-methylenedioxybenzene), C1OC=2C=C(C=CC2O1)[Mg]Br (3,4-methylenedioxyphenylmagnesium bromide), C1OC=2C=C(C=CC2O1)C1=C(C(C2=CC=CC=C12)=O)C(=O)OCC (ethyl 3-(3,4-methylenedioxyphenyl)-1-oxoindene-2-carboxylate). The solvent is C1CCOC1 (THF), C1CCOC1.CCOCC (THF Et2O), C1CCOC1.CCOCC (THF Et2O). Run at time 2 hour. Yields the product C1OC=2C=C(C=CC2O1)C1C(C(C2=CC=CC=C12)C1=CC2=C(C=C1)OCO2)C(=O)O ((1RS, 3RS)-1,3-Di-(3,4-methylenedioxyphenyl)-indane-2-carboxylic acid). The yield is 36.0%. RXN SMILES: [Mg].Br[C:3]1[CH:8]=[CH:7][C:6]2[O:9][CH2:10][O:11][C:5]=2[CH:4]=1.C1OC2C=CC([Mg]Br)=CC=2O1.[CH2:23]1[O:31][C:30]2[CH:29]=[CH:28][C:27]([C:32]3[C:40]4[C:35](=[CH:36][CH:37]=[CH:38][CH:39]=4)[C:34](=O)[C:33]=3[C:42]([O:44]CC)=[O:43])=[CH:26][C:25]=2[O:24]1.Cl>C1COCC1.CCOCC.C1COCC1>[CH2:10]1[O:9][C:6]2[CH:7]=[CH:8][C:3]([CH:34]3[C:35]4[C:40](=[CH:39][CH:38]=[CH:37][CH:36]=4)[CH:32]([C:27]4[CH:28]=[CH:29][C:30]5[O:31][CH2:23][O:24][C:25]=5[CH:26]=4)[CH:33]3[C:42]([OH:44])=[O:43])=[CH:4][C:5]=2[O:11]1 |f:5.6|. Procedure: To dry magnesium turnings (0.25 g, 10 mmol) under an argon atmosphere was added a solution of 4-bromo-1,2-methylenedioxybenzene (2.1 g, 10 mmnol) in 1:10 THF/Et2O (22 ml). The resulting solution was allowed to stir at room temperature for 2 h. During this time, additional THF (4 ml) was added. The resulting 3,4-methylenedioxyphenylmagnesium bromide was added to a solution of ethyl 3-(3,4-methylenedioxyphenyl)-1-oxoindene-2-carboxylate (0.50 g, 2 mmol) in 1:4 THF/Et2O (25 ml) under an argon atmos... The reactants are CNCCn1cc(-c2ccnc3[nH]c(-c4cccc(CN(C)C)c4)cc23)c(-c2ccc(NC(=O)N(C)C)cc2)n1, CO, [Na+], [OH-], O. The product is CN(C)CCn1cc(-c2ccnc3[nH]c(-c4cccc(CN(C)C)c4)cc23)c(-c2ccc(NC(=O)N(C)C)cc2)n1. RXN SMILES: [CH3:1][N:2]([CH3:3])[CH2:4][c:5]1[cH:6][c:7](-[c:11]2[cH:12][c:13]3[c:14]([n:15][cH:16][cH:17][c:18]3-[c:19]3[c:20](-[c:28]4[cH:29][cH:30][c:31]([NH:34][C:35]([N:36]([CH3:37])[CH3:38])=[O:39])[cH:32][cH:33]4)[n:21][n:22]([CH2:24][CH2:25][NH:26][CH3:27])[cH:23]3)[nH:40]2)[cH:8][cH:9][cH:10]1.[CH3:44][OH:45].[Na+:42].[OH-:41].[OH2:43]>>[CH3:1][N:2]([CH3:3])[CH2:4][c:5]1[cH:6][c:7](-[c:11]2[cH:12][c:13]3[c:14]([n:15][cH:16][cH:17][c:18]3-[c:19]3[c:20](-[c:28]4[cH:29][cH:30][c:31]([NH:34][C:35]([N:36]([CH3:37])[CH3:38])=[O:39])[cH:32][cH:33]4)[n:21][n:22]([CH2:24][CH2:25][N:26]([CH3:27])[CH3:44])[cH:23]3)[nH:40]2)[cH:8][cH:9][cH:10]1. Reactants: N1(CCCC1)CC1CCN(CC1)C1=CC=C(C=O)C=C1 (4-(4-Pyrrolidin-1-ylmethyl-pieridin-1-yl)-benzaldehyde), Cl.CNC (dimethylamine hydrochloride). Product: CN(CC1=CC=C(C=C1)N1CCC(CC1)CN1CCCC1)C (Dimethyl-{4-(4-pyrrolidin-1-ylmethyl-piperidin-1-yl)-benzyl}-amine). RXN SMILES: [N:1]1([CH2:6][CH:7]2[CH2:12][CH2:11][N:10]([C:13]3[CH:20]=[CH:19][C:16]([CH:17]=O)=[CH:15][CH:14]=3)[CH2:9][CH2:8]2)[CH2:5][CH2:4][CH2:3][CH2:2]1.Cl.[CH3:22][NH:23][CH3:24]>>[CH3:22][N:23]([CH3:24])[CH2:17][C:16]1[CH:19]=[CH:20][C:13]([N:10]2[CH2:11][CH2:12][CH:7]([CH2:6][N:1]3[CH2:5][CH2:4][CH2:3][CH2:2]3)[CH2:8][CH2:9]2)=[CH:14][CH:15]=1 |f:1.2|. Reported procedure: Prepared from the product of Example 9 and dimethylamine hydrochloride. Starting materials: NC1=NC=C(C(=N1)N[C@@H](C)C=1N(C(C2=C(C=CC=C2C1)C1=CC(=NC=C1)OC)=O)C1=CC=CC=C1)C(=O)O ((S)-2-amino-4-((1-(8-(2-methoxypyridin-4-yl)-1-oxo-2-phenyl-1,2-dihydroisoquinolin-3-yl)ethyl)amino)-pyrimidine-5-carboxylic acid), C(C)N=C=NCCCN(C)C (1-ethyl-3-(3-dimethylaminopropyl)carbodiimide), OC1=CC=CC=2NN=NC21 (hydroxybenzotriazole), CNC (dimethylamine), C(C)(C)N(C(C)C)CC (N,N-diisopropylethylamine). The solvent is CN(C=O)C (N,N-dimethylmethanamide). Reaction conditions: time 30 minute. The product is product 112, NC1=NC=C(C(=N1)N[C@@H](C)C=1N(C(C2=C(C=CC=C2C1)C1=CC(=NC=C1)OC)=O)C1=CC=CC=C1)C(=O)N(C)C ((S)-2-amino-4-((1-(8-(2-methoxypyridin-4-yl)-1-oxo-2-phenyl-1,2-dihydroisoquinolin-3-yl)ethyl)amino)-N,N-dimethylpyrimidine-5-carboxamide). RXN SMILES: [NH2:1][C:2]1[N:7]=[C:6]([NH:8][C@H:9]([C:11]2[N:12]([C:30]3[CH:35]=[CH:34][CH:33]=[CH:32][CH:31]=3)[C:13](=[O:29])[C:14]3[C:19]([CH:20]=2)=[CH:18][CH:17]=[CH:16][C:15]=3[C:21]2[CH:26]=[CH:25][N:24]=[C:23]([O:27][CH3:28])[CH:22]=2)[CH3:10])[C:5]([C:36](O)=[O:37])=[CH:4][N:3]=1.[CH2:39]([N:41]=[C:42]=NCCCN(C)C)C.OC1C2N=NNC=2C=CC=1.CNC.C(N(CC)C(C)C)(C)C>CN(C)C=O>[NH2:1][C:2]1[N:7]=[C:6]([NH:8][C@H:9]([C:11]2[N:12]([C:30]3[CH:31]=[CH:32][CH:33]=[CH:34][CH:35]=3)[C:13](=[O:29])[C:14]3[C:19]([CH:20]=2)=[CH:18][CH:17]=[CH:16][C:15]=3[C:21]2[CH:26]=[CH:25][N:24]=[C:23]([O:27][CH3:28])[CH:22]=2)[CH3:10])[C:5]([C:36]([N:41]([CH3:42])[CH3:39])=[O:37])=[CH:4][N:3]=1. Procedure: To a solution of (S)-2-amino-4-((1-(8-(2-methoxypyridin-4-yl)-1-oxo-2-phenyl-1,2-dihydroisoquinolin-3-yl)ethyl)amino)-pyrimidine-5-carboxylic acid (44 mg, 0.087 mmol) in anhydrous N,N-dimethylmethanamide (3 mL), 1-ethyl-3-(3-dimethylaminopropyl)carbodiimide (25 mg, 0.13 mmol) and hydroxybenzotriazole (18 mg, 0.13 mmol) were added and the resulting mixture was stirred at RT for 30 min. To this mixture, dimethylamine (2M in THF, 0.065 mL, 0.13 mmol) and N,N-diisopropylethylamine (0.040 mL, 0.19 mm... The reactants are C[Si](C)(C)[N-][Si](C)(C)C.[Li+] (lithium bis(trimethylsilyl)amide), C1=CC=C(C=C1)S(=O)(=O)N(F)S(=O)(=O)C2=CC=CC=C2 (N-fluorobenzenesulfonimide), [Cl-].[NH4+] (ammonium chloride), O1CCC(CC1)CC(=O)OCC (Ethyl 2-(tetrahydro-2H-pyran-4-yl)acetate). Run in O1CCCC1 (tetrahydrofuran), O1CCCC1 (tetrahydrofuran), O (water), O1CCCC1 (tetrahydrofuran). Run at time 15 minute. Yields the product FC(C(=O)OCC)C1CCOCC1 (Ethyl fluoro(tetrahydro-2H-pyran-4-yl)acetate). As a reaction SMILES: [O:1]1[CH2:6][CH2:5][CH:4]([CH2:7][C:8]([O:10][CH2:11][CH3:12])=[O:9])[CH2:3][CH2:2]1.C[Si]([N-][Si](C)(C)C)(C)C.[Li+].C1C=CC(S(N(S(C2C=CC=CC=2)(=O)=O)[F:33])(=O)=O)=CC=1.[Cl-].[NH4+]>O1CCCC1.O>[F:33][CH:7]([CH:4]1[CH2:5][CH2:6][O:1][CH2:2][CH2:3]1)[C:8]([O:10][CH2:11][CH3:12])=[O:9] |f:1.2,4.5|. Procedure: Ethyl 2-(tetrahydro-2H-pyran-4-yl)acetate (2.0 g) was dissolved in tetrahydrofuran (20 ml). A solution of lithium bis(trimethylsilyl)amide in tetrahydrofuran (1.0 M, 17 ml) was added dropwise under nitrogen atmosphere under ice-cooling, and the mixture was stirred at the same temperature for 15 minutes. Then, a solution of N-fluorobenzenesulfonimide (7.3 g) in tetrahydrofuran (20 ml) was added and the mixture was stirred at the same temperature for 3 hours. A saturated aqueous ammonium chloride ... Starting materials: FC=1C=C(C=C(C1F)F)S(=O)(=O)Cl (3,4,5-trifluorobenzenesulfonyl chloride), C(C)OC(C(C(C(F)(F)F)C(F)(F)F)N)=O (2-amino-4,4,4-trifluoro-3-trifluoromethyl-butyric acid ethyl ester), N1=CC=CC=C1 (pyridine). Run in C(Cl)Cl (CH2Cl2), C(Cl)Cl (CH2Cl2). Reaction conditions: temperature 25 celsius. Yields the product C(C)OC(C(C(C(F)(F)F)C(F)(F)F)NS(=O)(=O)C1=CC(=C(C(=C1)F)F)F)=O (4,4,4-trifluoro-2-(3,4,5-trifluoro-benzenesulfonylamino)-3-trifluoromethyl-butyric acid ethyl ester). The yield is 84.3%. As a reaction SMILES: [F:1][C:2]1[CH:3]=[C:4]([S:10](Cl)(=[O:12])=[O:11])[CH:5]=[C:6]([F:9])[C:7]=1[F:8].[CH2:14]([O:16][C:17](=[O:29])[CH:18]([NH2:28])[CH:19]([C:24]([F:27])([F:26])[F:25])[C:20]([F:23])([F:22])[F:21])[CH3:15].N1C=CC=CC=1>C(Cl)Cl>[CH2:14]([O:16][C:17](=[O:29])[CH:18]([NH:28][S:10]([C:4]1[CH:3]=[C:2]([F:1])[C:7]([F:8])=[C:6]([F:9])[CH:5]=1)(=[O:12])=[O:11])[CH:19]([C:20]([F:23])([F:21])[F:22])[C:24]([F:26])([F:27])[F:25])[CH3:15]. Reported procedure: A solution of 3,4,5-trifluorobenzenesulfonyl chloride (0.348 mL, 2.50 mmol) in CH2Cl2 (5 mL) was added to a solution of 2-amino-4,4,4-trifluoro-3-trifluoromethyl-butyric acid ethyl ester (0.4 g, 1.67 mmol) prepared as described (J. Med Chem. 1981, 24, 1043-1047), and pyridine (0.27 mL, 3.34 mmol) in CH2Cl2 (5 mL) at 0° C. and allowed to warm to 25° C. for 19 h. The solution was washed with 1M HCl (1 mL), brine (1 mL), dried over Na2SO4 and concentrated. The crude solid was purified by Biotage Fl... The reactants are [OH-].[Na+] (Sodium hydroxide), O=C1N2CCCC3=C2C(CC1(C(=O)OCC)NC(CC)=O)=CC=C3 (ethyl 2,3,6,7-tetrahydro-3-oxo-2-((1-oxopropyl)amino)-1H,5H-benzo(ij)quinolizine-2-carboxylate), Cl (HCl). Solvent: CO (methanol). Reaction conditions: time 30 minute. Yields the product O=C1N2CCCC3=C2C(CC1(C(=O)O)NC(CC)=O)=CC=C3 (2,3,6,7-tetrahydro-3-oxo-2-((1-oxopropyl)amino)-1H,5H-benzo(ij)quinolizine-2-carboxylic acid). Yield: 94.6%. As a reaction SMILES: [OH-].[Na+].[O:3]=[C:4]1[C:13]([NH:19][C:20](=[O:23])[CH2:21][CH3:22])([C:14]([O:16]CC)=[O:15])[CH2:12][C:11]2=[CH:24][CH:25]=[CH:26][C:9]3=[C:10]2[N:5]1[CH2:6][CH2:7][CH2:8]3.Cl>CO>[O:3]=[C:4]1[C:13]([NH:19][C:20](=[O:23])[CH2:21][CH3:22])([C:14]([OH:16])=[O:15])[CH2:12][C:11]2=[CH:24][CH:25]=[CH:26][C:9]3=[C:10]2[N:5]1[CH2:6][CH2:7][CH2:8]3 |f:0.1|. Reported procedure: Sodium hydroxide solution (10 mL of 4.0 N, 0.04 mol) was slowly added to ethyl 2,3,6,7-tetrahydro-3-oxo-2-((1-oxopropyl)amino)-1H,5H-benzo(ij)quinolizine-2-carboxylate (3.33 g, 0.010 mol) in methanol (50 mL). After stirring at room temperature for 30 minutes, the solvent was removed under reduced pressure. The resulting solid was dissolved in water (20 mL) and methanol (trace), neutralized with 4N HCl (10 mL, 0.04 mol), cooled to -10° C., and the precipitate was filtered off and air dried to giv... Starting materials: COc1ccccc1Oc1c(Cl)nc(N2CCCN(C)CC2)nc1NS(=O)(=O)c1ccc(C(C)(C)C)cc1, OCCCO. Product: COc1ccccc1Oc1c(NS(=O)(=O)c2ccc(C(C)(C)C)cc2)nc(N2CCCN(C)CC2)nc1OCCCO. RXN SMILES: [C:1]([CH3:2])([CH3:3])([CH3:4])[c:5]1[cH:6][cH:7][c:8]([S:11](=[O:12])(=[O:13])[NH:14][c:15]2[n:16][c:17]([N:31]3[CH2:32][CH2:33][N:34]([CH3:38])[CH2:35][CH2:36][CH2:37]3)[n:18][c:19]([Cl:30])[c:20]2[O:21][c:22]2[c:23]([O:28][CH3:29])[cH:24][cH:25][cH:26][cH:27]2)[cH:9][cH:10]1.[CH2:39]([CH2:40][CH2:41][OH:42])[OH:43]>>[C:1]([CH3:2])([CH3:3])([CH3:4])[c:5]1[cH:6][cH:7][c:8]([S:11](=[O:12])(=[O:13])[NH:14][c:15]2[n:16][c:17]([N:31]3[CH2:32][CH2:33][N:34]([CH3:38])[CH2:35][CH2:36][CH2:37]3)[n:18][c:19]([O:42][CH2:41][CH2:40][CH2:39][OH:43])[c:20]2[O:21][c:22]2[c:23]([O:28][CH3:29])[cH:24][cH:25][cH:26][cH:27]2)[cH:9][cH:10]1. Reactants: NC1=C(C=CC(=C1)OCC)NC(=O)C1=NNC=C1[N+](=O)[O-] (4-nitro-1H-pyrazole-3-carboxylic acid (2-amino-4-ethoxy-phenyl)-amide), [N+](=O)([O-])C=1C(=NNC1)N1C=NC2=C1C=CC=C2 (4-nitro-1H-pyrazol-3-yl-1H-benzoimidazole). Yields the product C(C)OC1=CC2=C(NC(=N2)C2=NNC=C2[N+](=O)[O-])C=C1 (5-Ethoxy-2-(4-nitro-1H-pyrazol-3-yl)-1H-benzoimidazole). Reaction SMILES: [NH2:1][C:2]1[CH:7]=[C:6]([O:8][CH2:9][CH3:10])[CH:5]=[CH:4][C:3]=1[NH:11][C:12]([C:14]1[C:18]([N+:19]([O-:21])=[O:20])=[CH:17][NH:16][N:15]=1)=O.[N+](C1C(N2C3C=CC=CC=3N=C2)=NNC=1)([O-])=O>>[CH2:9]([O:8][C:6]1[CH:5]=[CH:4][C:3]2[NH:11][C:12]([C:14]3[C:18]([N+:19]([O-:21])=[O:20])=[CH:17][NH:16][N:15]=3)=[N:1][C:2]=2[CH:7]=1)[CH3:10]. Procedure details: By proceeding in a manner similar to Example 252(b) above but using 4-nitro-1H-pyrazole-3-carboxylic acid (2-amino-4-ethoxy-phenyl)-amide [824 mg, Reference Example 36(e)] there was prepared 5-ethoxy-2-(4-nitro-1H-pyrazol-3-yl-1H-benzoimidazole (407 mg) as a light brown powder. LC-MS (Method H): RT=1.82 minutes, 274.26 (M+H)+, 272.30 (M−H)−.